Dataset: the Open Reaction Database (ORD), a public repository of structured organic reaction records. Task: describe an organic reaction: reactants, conditions, products, and yield Starting materials: O=C(Cl)Oc1ccccc1, Cc1ccccc1, C1COCCO1, O=C1Nc2cccnc2Nc2ccccc21. The product is O=C1Nc2cccnc2N(C(=O)Oc2ccccc2)c2ccccc21. RXN SMILES: [C:17]([O:18][c:19]1[cH:20][cH:21][cH:22][cH:23][cH:24]1)(=[O:25])[Cl:26].[CH3:33][c:34]1[cH:35][cH:36][cH:37][cH:38][cH:39]1.[O:27]1[CH2:28][CH2:29][O:30][CH2:31][CH2:32]1.[n:1]1[cH:2][cH:3][cH:4][c:5]2[c:6]1[NH:7][c:8]1[c:9]([cH:13][cH:14][cH:15][cH:16]1)[C:10](=[O:12])[NH:11]2>>[n:1]1[cH:2][cH:3][cH:4][c:5]2[c:6]1[N:7]([C:17]([O:18][c:19]1[cH:20][cH:21][cH:22][cH:23][cH:24]1)=[O:25])[c:8]1[c:9]([cH:13][cH:14][cH:15][cH:16]1)[C:10](=[O:12])[NH:11]2. Reactants: NCC1=C(N(C2=CC(=CC=C2C1=O)OC)C1=CC=CC=C1)C(=O)OC (methyl 3-(aminomethyl)-7-methoxy-4-oxo-1-phenyl-1,4-dihydroquinoline-2-carboxylate), COC=1C=C(C(=O)Cl)C=CC1 (3-methoxybenzoyl chloride). Product: COC(=O)C=1N(C2=CC(=CC=C2C(C1CNC(C1=CC(=CC=C1)OC)=O)=O)OC)C1=CC=CC=C1 (7-Methoxy-3-[(3-methoxy-benzoylamino)-methyl]-4-oxo-1-phenyl-1,4-dihydro-quino-line-2-carboxylic acid methyl ester). Reaction SMILES: [NH2:1][CH2:2][C:3]1[C:12](=[O:13])[C:11]2[C:6](=[CH:7][C:8]([O:14][CH3:15])=[CH:9][CH:10]=2)[N:5]([C:16]2[CH:21]=[CH:20][CH:19]=[CH:18][CH:17]=2)[C:4]=1[C:22]([O:24][CH3:25])=[O:23].[CH3:26][O:27][C:28]1[CH:29]=[C:30]([CH:34]=[CH:35][CH:36]=1)[C:31](Cl)=[O:32]>>[CH3:25][O:24][C:22]([C:4]1[N:5]([C:16]2[CH:17]=[CH:18][CH:19]=[CH:20][CH:21]=2)[C:6]2[C:11]([C:12](=[O:13])[C:3]=1[CH2:2][NH:1][C:31](=[O:32])[C:30]1[CH:34]=[CH:35][CH:36]=[C:28]([O:27][CH3:26])[CH:29]=1)=[CH:10][CH:9]=[C:8]([O:14][CH3:15])[CH:7]=2)=[O:23]. Procedure details: 7-Methoxy-3-[(3-methoxy-benzoylamino)-methyl]-4-oxo-1-phenyl-1,4-dihydro-quino-line-2-carboxylic acid methyl ester was prepared starting from intermediate K and 3-methoxybenzoyl chloride. MS calcd. for C27H24N2O6 [(M+H)+] 473.2, obsd. 473.0. Reactants: COCOC1=CC=CC2=C1C1(CC1)CO2 (4-{[(methyloxy)methyl]oxy}spiro[1-benzofuran-3,1′-cyclopropane]), COCOC1=CC=CC2=C1C1(CC1)CO2 (4-{[(methyloxy)methyl]oxy}spiro[1-benzofuran-3,1′-cyclopropane]), O (water). Solvent: CO (methanol), Cl (HCl). Conditions: temperature 50 celsius, time 8 hour. Product: C12(CC1)COC=1C2=C(C=CC1)O (spiro[1-benzofuran-3,1′-cyclopropan]-4-ol). The yield is 75.4%. RXN SMILES: COC[O:4][C:5]1[C:10]2[C:11]3([CH2:14][O:15][C:9]=2[CH:8]=[CH:7][CH:6]=1)[CH2:13][CH2:12]3.O>CO.Cl>[C:11]12([C:10]3=[C:5]([OH:4])[CH:6]=[CH:7][CH:8]=[C:9]3[O:15][CH2:14]1)[CH2:13][CH2:12]2. Reported procedure: To a solution of 4-{[(methyloxy)methyl]oxy}spiro[1-benzofuran-3,1′-cyclopropane] (Intermediate 84, 118 mg) in methanol (5 ml), HCl 2N in water (0.286 mL, 0.572 mmol) was added and the reaction mixture was stirred overnight at 50° C. Combined solvents were removed under reduced pressure and the residue was re-dissolved in toluen (10 ml) and the solvent was removed. The residue was purified by flash chromatography (Biotage system) on silica gel using a 10 g SNAP column and cyclohexane to cyclohexa... Reactants: CC(C)(C)OCC1CO1, CC(=O)[O-], CCO, O=[N+]([O-])c1c[nH]c([N+](=O)[O-])n1, [Na+]. Yields the product CC(C)(C)OCC1Cn2cc([N+](=O)[O-])nc2O1. As a reaction SMILES: [C:12]([CH3:13])([CH3:14])([CH3:15])[O:16][CH2:17][CH:18]1[O:19][CH2:20]1.[CH3:22][C:23](=[O:24])[O-:25].[CH3:26][CH2:27][OH:28].[N+:1]([O-:2])(=[O:3])[c:4]1[nH:5][cH:6][c:7]([N+:9](=[O:10])[O-:11])[n:8]1.[Na+:21]>>[c:4]12[n:5]([cH:6][c:7]([N+:9](=[O:10])[O-:11])[n:8]1)[CH2:20][CH:18]([CH2:17][O:16][C:12]([CH3:13])([CH3:14])[CH3:15])[O:19]2.